Dataset: the Open Reaction Database (ORD), a public repository of structured organic reaction records. Task: describe an organic reaction: reactants, conditions, products, and yield Reactants: Br, N#Cc1cc(F)c(N)c(F)c1, CC(=O)O, [Cu]Br, O, O=S(=O)(O)O. Product: N#Cc1cc(F)c(Br)c(F)c1. RXN SMILES: [BrH:22].[C:10](#[N:11])[c:12]1[cH:13][c:14]([F:20])[c:15]([NH2:16])[c:17]([F:19])[cH:18]1.[CH3:6][C:7](=[O:8])[OH:9].[Cu:23][Br:24].[OH2:21].[S:1](=[O:2])(=[O:3])([OH:4])[OH:5]>>[C:10](#[N:11])[c:12]1[cH:13][c:14]([F:20])[c:15]([Br:22])[c:17]([F:19])[cH:18]1.